This data is from the Open Reaction Database (ORD), a public repository of structured organic reaction records. The task is: describe an organic reaction: reactants, conditions, products, and yield The reactants are [Li]CCCC, CC1CCCN(C)C1(C)C, O=C(O)c1ccc(Cl)nc1, CN(C)C=O, C1CCOC1. The product is O=Cc1cc(Cl)ncc1C(=O)O. Reaction SMILES: [CH2:31]([Li:32])[CH2:33][CH2:34][CH3:35].[CH3:1][CH:2]1[CH2:3][CH2:4][CH2:5][N:6]([CH3:7])[C:8]1([CH3:9])[CH3:10].[Cl:11][c:12]1[n:13][cH:14][c:15]([C:16](=[O:17])[OH:18])[cH:19][cH:20]1.[O:21]=[CH:22][N:23]([CH3:24])[CH3:25].[O:26]1[CH2:27][CH2:28][CH2:29][CH2:30]1>>[Cl:11][c:12]1[n:13][cH:14][c:15]([C:16](=[O:17])[OH:18])[c:19]([CH:22]=[O:21])[cH:20]1. Starting materials: COc1ccc(B(O)O)cc1OC, Cc1cn2c(NCCNc3ccc([N+](=O)[O-])c(N)n3)nc(Cl)cc2n1. Product: COc1ccc(-c2cc3nc(C)cn3c(NCCNc3ccc([N+](=O)[O-])c(N)n3)n2)cc1OC. Reaction SMILES: [CH3:26][O:27][c:28]1[cH:29][c:30]([B:36]([OH:37])[OH:38])[cH:31][cH:32][c:33]1[O:34][CH3:35].[Cl:1][c:2]1[cH:3][c:4]2[n:5]([c:6]([NH:8][CH2:9][CH2:10][NH:11][c:12]3[cH:13][cH:14][c:15]([N+:19](=[O:20])[O-:21])[c:16]([NH2:18])[n:17]3)[n:7]1)[cH:22][c:23]([CH3:25])[n:24]2>>[c:2]1(-[c:30]2[cH:29][c:28]([O:27][CH3:26])[c:33]([O:34][CH3:35])[cH:32][cH:31]2)[cH:3][c:4]2[n:5]([c:6]([NH:8][CH2:9][CH2:10][NH:11][c:12]3[cH:13][cH:14][c:15]([N+:19](=[O:20])[O-:21])[c:16]([NH2:18])[n:17]3)[n:7]1)[cH:22][c:23]([CH3:25])[n:24]2. The reactants are C([O-])([O-])=O.[Na+].[Na+] (sodium carbonate), solution, COCOC1=C(C=CC(=C1)OCOC)B(O)O (2,4-bis(methoxymethoxy)phenylboronic acid), BrC1=CC(CCC1)=O (3-bromo-2-cyclohexen-1-one). Reagents/catalysts: C1(=CC=CC=C1)P(C1=CC=CC=C1)C1=CC=CC=C1.C1(=CC=CC=C1)P(C1=CC=CC=C1)C1=CC=CC=C1.C1(=CC=CC=C1)P(C1=CC=CC=C1)C1=CC=CC=C1.C1(=CC=CC=C1)P(C1=CC=CC=C1)C1=CC=CC=C1.[Pd] (palladium tetrakis(triphenylphosphine)). The solvent is C(C)O (ethanol), C(OC)COC (dimethoxyethane). Run at time 6 hour. The product is COCOC1=C(C=CC(=C1)OCOC)C1=CC(CCC1)=O (3-[2,4-bis(methoxymethoxy)phenyl]-2-cyclohexen-1-one). The yield is 82.8%. Reaction SMILES: C(=O)([O-])[O-].[Na+].[Na+].[CH3:7][O:8][CH2:9][O:10][C:11]1[CH:16]=[C:15]([O:17][CH2:18][O:19][CH3:20])[CH:14]=[CH:13][C:12]=1B(O)O.Br[C:25]1[CH2:30][CH2:29][CH2:28][C:27](=[O:31])[CH:26]=1>C(O)C.C(COC)OC.C1(P(C2C=CC=CC=2)C2C=CC=CC=2)C=CC=CC=1.C1(P(C2C=CC=CC=2)C2C=CC=CC=2)C=CC=CC=1.C1(P(C2C=CC=CC=2)C2C=CC=CC=2)C=CC=CC=1.C1(P(C2C=CC=CC=2)C2C=CC=CC=2)C=CC=CC=1.[Pd]>[CH3:7][O:8][CH2:9][O:10][C:11]1[CH:16]=[C:15]([O:17][CH2:18][O:19][CH3:20])[CH:14]=[CH:13][C:12]=1[C:25]1[CH2:30][CH2:29][CH2:28][C:27](=[O:31])[CH:26]=1 |f:0.1.2,7.8.9.10.11|. Procedure details: Aqueous sodium carbonate (2 ml of a 6M solution) and 2,4-bis(methoxymethoxy)phenylboronic acid (120 mg) in ethanol (2 ml) were added to a solution of palladium tetrakis(triphenylphosphine) (57 mg) and 3-bromo-2-cyclohexen-1-one (87 mg) in dimethoxyethane (3 ml) and the mixture was heated under reflux. After 6 hr, the mixture was partitioned between water (50 ml) and ethyl acetate (100 ml). The organic layer was dried over magnesium sulfate and evaporated in vacuo to furnish an oil that was purif... Starting materials: C(C)SC(NCCCN(C)C)=O (N-(3-dimethylaminopropyl)-thiocarbamic acid-S-ethyl ester), Cl (HCl). Solvent: CCOCC (ether). Yields the product [Cl-].C(C)SC(NCCC[NH+](C)C)=O (N-(3-dimethylammoniopropyl)-thiocarbamic acid-S-ethyl ester chloride). RXN SMILES: [CH2:1]([S:3][C:4](=[O:12])[NH:5][CH2:6][CH2:7][CH2:8][N:9]([CH3:11])[CH3:10])[CH3:2].[ClH:13]>CCOCC>[Cl-:13].[CH2:1]([S:3][C:4](=[O:12])[NH:5][CH2:6][CH2:7][CH2:8][NH+:9]([CH3:10])[CH3:11])[CH3:2] |f:3.4|. Procedure details: 14.25 g (0.075 mole) of N-(3-dimethylaminopropyl)-thiocarbamic acid-S-ethyl ester are dissolved in 250 ml of absolute ether. While stirring and cooling, dry HCl gas is introduced. After 1 hour the product is suction-filtered. One obtains 14.1 g (83.4% of the theory) of the Mp. 87°-93° C. After reprecipitation from isopropanol/ether one obtains a product of the Mp. 93°-94° C. RXN SMILES: [F:1][c:2]1[c:3]([N+:9](=[O:10])[O-:11])[cH:4][c:5]([CH3:8])[cH:6][cH:7]1.[O:17]=[CH:18][N:19]([CH3:20])[CH3:21].[nH:12]1[cH:13][n:14][cH:15][cH:16]1>>[c:2]1(-[n:12]2[cH:13][n:14][cH:15][cH:16]2)[c:3]([N+:9](=[O:10])[O-:11])[cH:4][c:5]([CH3:8])[cH:6][cH:7]1. Yields the product Cc1ccc(-n2ccnc2)c([N+](=O)[O-])c1. The reactants are Cc1ccc(F)c([N+](=O)[O-])c1, CN(C)C=O, c1c[nH]cn1.